Dataset: the Open Reaction Database (ORD), a public repository of structured organic reaction records. Task: describe an organic reaction: reactants, conditions, products, and yield Reactants: C(=O)C1=C(C=CC=C1)C(=O)CC1=CC=CC=C1 (Formyldeoxybenzoin), O.NN (hydrazine hydrate), C(C)O (ethanol). Conditions: temperature 40 celsius, time 3 hour. Yields the product C1(=CC=CC=C1)C1=NNC=C1C1=CC=CC=C1 (3,4-diphenylpyrazole). Isolated yield 57.0%. As a reaction SMILES: C([C:3]1[CH:8]=[CH:7][CH:6]=[CH:5][C:4]=1[C:9]([CH2:11][C:12]1[CH:17]=[CH:16][CH:15]=[CH:14][CH:13]=1)=O)=O.O.[NH2:19][NH2:20].[CH2:21](O)C>>[C:12]1([C:11]2[C:9]([C:4]3[CH:3]=[CH:8][CH:7]=[CH:6][CH:5]=3)=[CH:21][NH:20][N:19]=2)[CH:13]=[CH:14][CH:15]=[CH:16][CH:17]=1 |f:1.2|. Procedure: Formyldeoxybenzoin (10 g) was suspended in ethanol (50 ml) and hydrazine hydrate (5 ml) added giving an orange solution which warmed to 40° C. This solution was stirred at room temperature for 3 hours and the solvent evaporated. The resulting oil was taken up in dichloromethane and washed with dilute hydrochloric acid (pH 2) and water, dried over potassium carbonate and evaporated to an orange solid. This was boiled in ether, cooled and filtered giving 3,4-diphenylpyrazole (5.64 g, 57%) as pale ... Starting materials: COC1=NC=CC=C1B(O)O (2-methoxypyridine-3-boronic acid), BrC1=CC=C(C=C1)[C@@H](C)N1C(C2=CC=CC=C2C1=O)=O ((R)-2-[1-(4-bromo-phenyl)-ethyl]-isoindole-1,3-dione), C([O-])([O-])=O.[Na+].[Na+] (sodium carbonate). Reagents/catalysts: C=1C=CC(=CC1)[P](C=2C=CC=CC2)(C=3C=CC=CC3)[Pd]([P](C=4C=CC=CC4)(C=5C=CC=CC5)C=6C=CC=CC6)([P](C=7C=CC=CC7)(C=8C=CC=CC8)C=9C=CC=CC9)[P](C=1C=CC=CC1)(C=1C=CC=CC1)C=1C=CC=CC1 (tetrakis(triphenylphosphine)palladium). Solvent: COCCOC (1,2-dimethoxyethane). Conditions: temperature 150 celsius. The product is COC1=NC=CC=C1C1=CC=C(C=C1)[C@@H](C)N1C(C2=CC=CC=C2C1=O)=O ((R)-2-{1-[4-(2-methoxy-pyridin-3-yl)-phenyl]-ethyl}-isoindole-1,3-dione). The yield is 44.8%. As a reaction SMILES: [CH3:1][O:2][C:3]1[C:8](B(O)O)=[CH:7][CH:6]=[CH:5][N:4]=1.Br[C:13]1[CH:18]=[CH:17][C:16]([C@H:19]([N:21]2[C:29](=[O:30])[C:28]3[C:23](=[CH:24][CH:25]=[CH:26][CH:27]=3)[C:22]2=[O:31])[CH3:20])=[CH:15][CH:14]=1.C(=O)([O-])[O-].[Na+].[Na+]>C1C=CC([P]([Pd]([P](C2C=CC=CC=2)(C2C=CC=CC=2)C2C=CC=CC=2)([P](C2C=CC=CC=2)(C2C=CC=CC=2)C2C=CC=CC=2)[P](C2C=CC=CC=2)(C2C=CC=CC=2)C2C=CC=CC=2)(C2C=CC=CC=2)C2C=CC=CC=2)=CC=1.COCCOC>[CH3:1][O:2][C:3]1[C:8]([C:13]2[CH:14]=[CH:15][C:16]([C@H:19]([N:21]3[C:22](=[O:31])[C:23]4[C:28](=[CH:27][CH:26]=[CH:25][CH:24]=4)[C:29]3=[O:30])[CH3:20])=[CH:17][CH:18]=2)=[CH:7][CH:6]=[CH:5][N:4]=1 |f:2.3.4,^1:41,43,62,81|. Reported procedure: A mixture of (R)-1-(4-bromophenyl)ethylamine (3.12 g, 15.6 mmol), pthalic anhydride (2.31 g, 15.6 mmol) and dimethylformamide (20 ml) was heated in a microwave oven at 210° C. for 20 min. The reaction mixture was then partitioned between diethyl ether and water, and the organic phase washed with brine. The solvent was evaporated to give (R)-2-[1-(4-bromo-phenyl)-ethyl]-isoindole-1,3-dione (3.44 g, 10.4 mmol, 67%). A mixture of 2-methoxypyridine-3-boronic acid (4.0 g, 26 mmol), (R)-2-[1-(4-bromo-...